This data is from the Open Reaction Database (ORD), a public repository of structured organic reaction records. The task is: describe an organic reaction: reactants, conditions, products, and yield Reactants: [C-]#N.[Na+] (NaCN), C(C)OC([C@H]1N(C[C@H](C1)OS(=O)(=O)C1=CC=C(C)C=C1)C(=O)OCC1=CC=CC=C1)=O (N-(Benzyloxycarbonyl)-cis-4-tosyloxy-L-proline ethyl ester), [C-]#N.[Na+] (NaCN). The solvent is [Cl-].[Na+].O (brine), O (H2O), CS(=O)C (DMSO). Yields the product C(C)OC([C@H]1N(C[C@@H](C1)C#N)C(=O)OCC1=CC=CC=C1)=O (N-CBZ-trans-4-cyano-L-proline ethyl ester). Yield: 70.1%. Reaction SMILES: [C-:1]#[N:2].[Na+].[CH2:4]([O:6][C:7](=[O:34])[C@@H:8]1[CH2:12][C@H:11](OS(C2C=CC(C)=CC=2)(=O)=O)[CH2:10][N:9]1[C:24]([O:26][CH2:27][C:28]1[CH:33]=[CH:32][CH:31]=[CH:30][CH:29]=1)=[O:25])[CH3:5]>CS(C)=O.[Cl-].[Na+].O.O>[CH2:4]([O:6][C:7](=[O:34])[C@@H:8]1[CH2:12][C@@H:11]([C:1]#[N:2])[CH2:10][N:9]1[C:24]([O:26][CH2:27][C:28]1[CH:29]=[CH:30][CH:31]=[CH:32][CH:33]=1)=[O:25])[CH3:5] |f:0.1,4.5.6|. Procedure: Finely powdered NaCN (0.49 g, 10 mmol) was suspended in a stirring mixture of 5 (3.0 g, 6.7 mmol) in DMSO (7 mL). The reaction flask was heated in an oil bath at 80° C. for 3 h, during which time the NaCN had completely dissolved and the reaction mixture had turned a deep orange color. After cooling to room temperature, the reaction was diluted with brine (3 mL) and H2O (4 mL), then extracted with Et2O (5×11 mL). The combined organic layers were dried (MgSO4) and concentrated to a yellow syrup w... Starting materials: C1OC=2C=C(C=CC(=O)O)C=CC2O1 (3,4-methylenedioxy-cinnamic acid), [H][H] (hydrogen). Reagents/catalysts: [C].[Pd] (palladium-carbon). Run in CO (methanol). Yields the product C1OC=2C=C(C=CC2O1)CCC(=O)O (3-(3,4-methylenedioxy-phenyl)-propionic acid). As a reaction SMILES: [CH2:1]1[O:14][C:13]2[CH:12]=[CH:11][C:5]([CH:6]=[CH:7][C:8]([OH:10])=[O:9])=[CH:4][C:3]=2[O:2]1.[H][H]>CO.[C].[Pd]>[CH2:1]1[O:14][C:13]2[CH:12]=[CH:11][C:5]([CH2:6][CH2:7][C:8]([OH:10])=[O:9])=[CH:4][C:3]=2[O:2]1 |f:3.4|. Procedure: In 5 ml of absolute methanol was dissolved 500 mg of 3,4-methylenedioxy-cinnamic acid, followed by adding thereto 50 mg of 10% palladium-carbon, and the reaction was carried out with stirring in a hydrogen stream at room temperature for 5 hours.